The task is: describe an organic reaction: reactants, conditions, products, and yield. This data is from the Open Reaction Database (ORD), a public repository of structured organic reaction records. Starting materials: C(C)(C)(C)[Si](C)(C)OCCC#C (tert-Butyl(but-3-ynyloxy)dimethylsilane), C(CCC)[SnH](CCCC)CCCC (tri-(n-butyl)tin hydride), CC(C)(C#N)N=NC(C)(C)C#N (AIBN). Solvent: C1=CC=CC=C1 (benzene). Yields the product C(C)(C)(C)[Si](OCCC=C[Sn](CCCC)(CCCC)CCCC)(C)C (Tert-butyl-dimethyl-(4-tributylstannanyl-but-3-enyloxy)-silane). The yield is 95.0%. RXN SMILES: [C:1]([Si:5]([O:8][CH2:9][CH2:10][C:11]#[CH:12])([CH3:7])[CH3:6])([CH3:4])([CH3:3])[CH3:2].[CH2:13]([SnH:17]([CH2:22][CH2:23][CH2:24][CH3:25])[CH2:18][CH2:19][CH2:20][CH3:21])[CH2:14][CH2:15][CH3:16].CC(N=NC(C#N)(C)C)(C#N)C>C1C=CC=CC=1>[C:1]([Si:5]([CH3:6])([CH3:7])[O:8][CH2:9][CH2:10][CH:11]=[CH:12][Sn:17]([CH2:18][CH2:19][CH2:20][CH3:21])([CH2:22][CH2:23][CH2:24][CH3:25])[CH2:13][CH2:14][CH2:15][CH3:16])([CH3:3])([CH3:4])[CH3:2]. Procedure: A solution of Example 31A (1.08 g, 5.87 mmol), tri-(n-butyl)tin hydride (1.43 mL, 5.31 mmol), and AIBN (cat.) in benzene (10 mL) was stirred at 80° C. for 3 hours. Volatiles were removed under reduced pressure to provide the title compound as a colorless oil (>95% E-isomer). 1H NMR (300 MHz, CDCl3): δ 0.05 (s, 6H), 0.80-0.98 (m, 15H), 0.90 (s, 9H), 1.23-1.38 (m, 6H), 1.42-1.53 (m, 6H), 2.34-2.40 (m, 2H), 3.66 (d, J=6 Hz, 2H), 5.94-5.98 (m, 2H). The reactants are ClC1=C(C=CC=C1)[N+](=O)[O-] (2-chloronitrobenzene), C(C)(C)(C)C1=C(C=CC=C1)O (2-t-butyl phenol), C([O-])([O-])=O.[K+].[K+] (potassium carbonate). Solvent: CN(C)C=O (DMF). Reaction conditions: temperature 130 celsius. The product is C(C)(C)(C)C1=C(C=CC=C1)OC1=C(C=CC=C1)[N+](=O)[O-] (1-tert-butyl-2-(2-nitrophenoxy)benzene). Isolated yield 122.9%. Reaction SMILES: Cl[C:2]1[CH:7]=[CH:6][CH:5]=[CH:4][C:3]=1[N+:8]([O-:10])=[O:9].[C:11]([C:15]1[CH:20]=[CH:19][CH:18]=[CH:17][C:16]=1[OH:21])([CH3:14])([CH3:13])[CH3:12].C(=O)([O-])[O-].[K+].[K+]>CN(C=O)C>[C:11]([C:15]1[CH:20]=[CH:19][CH:18]=[CH:17][C:16]=1[O:21][C:2]1[CH:7]=[CH:6][CH:5]=[CH:4][C:3]=1[N+:8]([O-:10])=[O:9])([CH3:14])([CH3:12])[CH3:13] |f:2.3.4|. Reported procedure: A mixture of 2-chloronitrobenzene (9.5 g, 60 mmol), 2-t-butyl phenol (9.04 g, 60.2 mmol) and potassium carbonate (10.6 g) in DMF was heated at 130° C. for 6 days. The reaction was cooled to rt and partitioned between diethyl ether (400 mL) and water (500 mL). The organic layer was separated and the aqueous layer was extracted with ether (3×100 mL). The combined organic layers were dried over magnesium sulfate, filtered and evaporated to give 1-tert-butyl-2-(2-nitrophenoxy)benzene (20 g). (M+H)+=... Reactants: COc1cc(Nc2c(C#N)cnc3cc(Br)ccc23)c(Cl)cc1Cl, Brc1ccc(N2CCOCC2)cc1. Yields the product COc1cc(Nc2c(C#N)cnc3cc(-c4ccc(N5CCOCC5)cc4)ccc23)c(Cl)cc1Cl. RXN SMILES: [Br:1][c:2]1[cH:3][cH:4][c:5]2[c:6]([NH:14][c:15]3[c:16]([Cl:24])[cH:17][c:18]([Cl:23])[c:19]([O:21][CH3:22])[cH:20]3)[c:7]([C:12]#[N:13])[cH:8][n:9][c:10]2[cH:11]1.[Br:25][c:26]1[cH:27][cH:28][c:29]([N:32]2[CH2:33][CH2:34][O:35][CH2:36][CH2:37]2)[cH:30][cH:31]1>>[c:2]1(-[c:26]2[cH:27][cH:28][c:29]([N:32]3[CH2:33][CH2:34][O:35][CH2:36][CH2:37]3)[cH:30][cH:31]2)[cH:3][cH:4][c:5]2[c:6]([NH:14][c:15]3[c:16]([Cl:24])[cH:17][c:18]([Cl:23])[c:19]([O:21][CH3:22])[cH:20]3)[c:7]([C:12]#[N:13])[cH:8][n:9][c:10]2[cH:11]1. Reactants: CO, Cc1cc2nc(NC(=O)c3ccc(C(C)(C)O)cc3)cc(Cl)n2n1, [Na+], O=C([O-])O, OB(O)c1ccccc1. The product is Cc1cc2nc(NC(=O)c3ccc(C(C)(C)O)cc3)cc(-c3ccccc3)n2n1. RXN SMILES: [CH3:39][OH:40].[Cl:1][c:2]1[cH:3][c:4]([NH:12][C:13]([c:14]2[cH:15][cH:16][c:17]([C:20]([CH3:21])([CH3:22])[OH:23])[cH:18][cH:19]2)=[O:24])[n:5][c:6]2[n:7]1[n:8][c:9]([CH3:11])[cH:10]2.[Na+:38].[O-:34][C:35]([OH:36])=[O:37].[OH:25][B:26]([OH:27])[c:28]1[cH:29][cH:30][cH:31][cH:32][cH:33]1>>[c:2]1(-[c:28]2[cH:29][cH:30][cH:31][cH:32][cH:33]2)[cH:3][c:4]([NH:12][C:13]([c:14]2[cH:15][cH:16][c:17]([C:20]([CH3:21])([CH3:22])[OH:23])[cH:18][cH:19]2)=[O:24])[n:5][c:6]2[n:7]1[n:8][c:9]([CH3:11])[cH:10]2. Starting materials: C(C1=CC=CC=C1)N1N=C(C(=C1)C(=O)OCC)OCC1=C(C=C(C=C1)OCC=1N=C(OC1C)C=1OC=CC1)OC (ethyl 1-benzyl-3-[(4-{[2-(2-furyl)-5-methyl-1,3-oxazol-4-yl]methoxy}-2-methoxybenzyl)oxy]-1H-pyrazole-4-carboxylate), [H-].[Al+3].[Li+].[H-].[H-].[H-] (lithium aluminum hydride), O.O.O.O.O.O.O.O.O.O.S(=O)(=O)([O-])[O-].[Na+].[Na+] (Sodium sulfate decahydrate). Solvent: C(C)(=O)OCC (ethyl acetate), O1CCCC1 (tetrahydrofuran). Run at time 1 hour. The product is C(C1=CC=CC=C1)N1N=C(C(=C1)CO)OCC1=C(C=C(C=C1)OCC=1N=C(OC1C)C=1OC=CC1)OC ({1-benzyl-3-[(4-{[2-(2-furyl)-5-methyl-1,3-oxazol-4-yl]methoxy}-2-methoxybenzyl)oxy]-1H-pyrazol-4-yl}methanol). The yield is 245.0%. As a reaction SMILES: [CH2:1]([N:8]1[CH:12]=[C:11]([C:13](OCC)=[O:14])[C:10]([O:18][CH2:19][C:20]2[CH:25]=[CH:24][C:23]([O:26][CH2:27][C:28]3[N:29]=[C:30]([C:34]4[O:35][CH:36]=[CH:37][CH:38]=4)[O:31][C:32]=3[CH3:33])=[CH:22][C:21]=2[O:39][CH3:40])=[N:9]1)[C:2]1[CH:7]=[CH:6][CH:5]=[CH:4][CH:3]=1.[H-].[Al+3].[Li+].[H-].[H-].[H-].O.O.O.O.O.O.O.O.O.O.S([O-])([O-])(=O)=O.[Na+].[Na+]>O1CCCC1.C(OCC)(=O)C>[CH2:1]([N:8]1[CH:12]=[C:11]([CH2:13][OH:14])[C:10]([O:18][CH2:19][C:20]2[CH:25]=[CH:24][C:23]([O:26][CH2:27][C:28]3[N:29]=[C:30]([C:34]4[O:35][CH:36]=[CH:37][CH:38]=4)[O:31][C:32]=3[CH3:33])=[CH:22][C:21]=2[O:39][CH3:40])=[N:9]1)[C:2]1[CH:3]=[CH:4][CH:5]=[CH:6][CH:7]=1 |f:1.2.3.4.5.6,7.8.9.10.11.12.13.14.15.16.17.18.19|. Procedure: To a solution of ethyl 1-benzyl-3-[(4-{[2-(2-furyl)-5-methyl-1,3-oxazol-4-yl]methoxy}-2-methoxybenzyl)oxy]-1H-pyrazole-4-carboxylate (0.23 g) in tetrahydrofuran (10 mL) was added lithium aluminum hydride (0.03 g) at 0° C. and the mixture was stirred at room temperature for 1 hr. Sodium sulfate decahydrate (0.26 g) was added to the reaction mixture, and the mixture was stirred at room temperature for 30 min. The reaction mixture was diluted with ethyl acetate and the precipitate was filtered off,... Reactants: CCCCOc1c(CNC(=O)OC(C)(C)C)n(CC(C)C)c(=O)c2ccc(-c3nc(C)c(C(=O)OCC)s3)cc12, CCO, Cl, [Na+], C1CCOC1, [OH-], O. Product: CCCCOc1c(CNC(=O)OC(C)(C)C)n(CC(C)C)c(=O)c2ccc(-c3nc(C)c(C(=O)O)s3)cc12. As a reaction SMILES: [CH2:1]([CH2:2][CH2:3][CH3:4])[O:5][c:6]1[c:7]([CH2:32][NH:33][C:34](=[O:35])[O:36][C:37]([CH3:38])([CH3:39])[CH3:40])[n:8]([CH2:28][CH:29]([CH3:30])[CH3:31])[c:9](=[O:27])[c:10]2[cH:11][cH:12][c:13](-[c:16]3[s:17][c:18]([C:22](=[O:23])[O:24][CH2:25][CH3:26])[c:19]([CH3:21])[n:20]3)[cH:14][c:15]12.[CH3:50][CH2:51][OH:52].[ClH:44].[Na+:42].[O:45]1[CH2:46][CH2:47][CH2:48][CH2:49]1.[OH-:41].[OH2:43]>>[CH2:1]([CH2:2][CH2:3][CH3:4])[O:5][c:6]1[c:7]([CH2:32][NH:33][C:34](=[O:35])[O:36][C:37]([CH3:38])([CH3:39])[CH3:40])[n:8]([CH2:28][CH:29]([CH3:30])[CH3:31])[c:9](=[O:27])[c:10]2[cH:11][cH:12][c:13](-[c:16]3[s:17][c:18]([C:22](=[O:23])[OH:24])[c:19]([CH3:21])[n:20]3)[cH:14][c:15]12.